Dataset: the Open Reaction Database (ORD), a public repository of structured organic reaction records. Task: describe an organic reaction: reactants, conditions, products, and yield Reactants: C(C)C1=CC(=C(S1)NC1=C(C=CC=C1)[N+](=O)[O-])C(=O)OCC (Ethyl 5-ethyl-2-(2-nitroanilino)-thiophene-3-carboxylate), [OH-].[Na+] (Sodium hydroxide). The solvent is C(C)O (ethanol), O (water), O (water). Product: C(C)C1=CC(=C(S1)NC1=C(C=CC=C1)[N+](=O)[O-])C(=O)O (5-Ethyl-2-(2-nitroanilino)-thiophene-3-carboxylic acid). RXN SMILES: [CH2:1]([C:3]1[S:7][C:6]([NH:8][C:9]2[CH:14]=[CH:13][CH:12]=[CH:11][C:10]=2[N+:15]([O-:17])=[O:16])=[C:5]([C:18]([O:20]CC)=[O:19])[CH:4]=1)[CH3:2].[OH-].[Na+]>C(O)C.O>[CH2:1]([C:3]1[S:7][C:6]([NH:8][C:9]2[CH:14]=[CH:13][CH:12]=[CH:11][C:10]=2[N+:15]([O-:17])=[O:16])=[C:5]([C:18]([OH:20])=[O:19])[CH:4]=1)[CH3:2] |f:1.2|. Procedure details: Ethyl 5-ethyl-2-(2-nitroanilino)-thiophene-3-carboxylate (6.0 g) dissolved in ethanol (100 ml) and water (50 ml) and heated to 60° C. with stirring. Sodium hydroxide (5 N, 50 ml) was then added and the temperature maintained for 16 hours. The reaction mixture was cooled and diluted with water (500 ml), and solid title product filtered off, m.p. 189°-191° C. (EtOAc). The reactants are ( b ), ClC1=C(C=CC(=C1)Br)O (2-chloro-4-bromophenol), C(C1CCCO1)Br (tetrahydrofurfuryl bromide). Yields the product ClC=1C=C(C=CC1OCC1OCCC1)Br (3-Chloro-4-(tetrahydrofuran-2-ylmethoxy)bromobenzene). Reaction SMILES: [Cl:1][C:2]1[CH:7]=[C:6]([Br:8])[CH:5]=[CH:4][C:3]=1[OH:9].[CH2:10](Br)[CH:11]1[O:15][CH2:14][CH2:13][CH2:12]1>>[Cl:1][C:2]1[CH:7]=[C:6]([Br:8])[CH:5]=[CH:4][C:3]=1[O:9][CH2:10][CH:11]1[CH2:12][CH2:13][CH2:14][O:15]1. Procedure details: Prepared by the method of Example 42 (b) using 2-chloro-4-bromophenol and tetrahydrofurfuryl bromide. Starting materials: O=C([O-])O, COc1ccc(C(O)c2ccc(C#N)cc2)cc1, CC#N, C[Si](C)(Cl)Cl, [I-], [Na+], [Na+]. Yields the product COc1ccc(Cc2ccc(C#N)cc2)cc1. Reaction SMILES: [C:26](=[O:27])([OH:28])[O-:29].[CH3:1][O:2][c:3]1[cH:4][cH:5][c:6]([CH:9]([c:10]2[cH:11][cH:12][c:13]([C:14]#[N:15])[cH:16][cH:17]2)[OH:18])[cH:7][cH:8]1.[CH3:31][C:32]#[N:33].[Cl:21][Si:22]([Cl:23])([CH3:24])[CH3:25].[I-:20].[Na+:19].[Na+:30]>>[CH3:1][O:2][c:3]1[cH:4][cH:5][c:6]([CH2:9][c:10]2[cH:11][cH:12][c:13]([C:14]#[N:15])[cH:16][cH:17]2)[cH:7][cH:8]1. Starting materials: CC1(SCC(=N1)C)C (2,2,4-trimethyl-3-thiazoline), N(=O)[O-].[Na+] (sodium nitrite), C(C)(=O)O (acetic acid). Solvent: O (water). Run at temperature 45 celsius. Product: N(O)=C1C(=NC(S1)(C)C)C (5-oxo-2,2,4-trimethyl-3-thiazoline oxime). RXN SMILES: [CH3:1][C:2]1([CH3:8])[N:6]=[C:5]([CH3:7])[CH2:4][S:3]1.[N:9]([O-])=[O:10].[Na+].C(O)(=O)C>O>[N:9](=[C:4]1[S:3][C:2]([CH3:8])([CH3:1])[N:6]=[C:5]1[CH3:7])[OH:10] |f:1.2|. Procedure: 30.0 g (0.232 mol) of 2,2,4-trimethyl-3-thiazoline and 17.6 g (0.255 mol) of sodium nitrite are dissolved in 75 ml of water and 26.6 ml (0.464 mol) of acetic acid are added dropwise, with stirring at 45° C. The internal temperature of the reaction mixture is allowed to rise slowly to 10°-15° C., and the mixture is then stirred at this temperature for an additional 2 hours. The product precipitates as ochre-brown crystals and is filtered, washed with water and dried in vacuo. A single recrystalli... Isolated yield 66.3%. As a reaction SMILES: [CH2:1]([N:3]([CH2:7][CH3:8])[CH2:4][CH2:5][NH2:6])[CH3:2].N1C=CC=CC=1.[O:15]([CH2:22][C:23](Cl)=[O:24])[C:16]1[CH:21]=[CH:20][CH:19]=[CH:18][CH:17]=1>C(Cl)Cl>[CH2:1]([N:3]([CH2:7][CH3:8])[CH2:4][CH2:5][NH:6][C:23](=[O:24])[CH2:22][O:15][C:16]1[CH:21]=[CH:20][CH:19]=[CH:18][CH:17]=1)[CH3:2]. The solvent is C(Cl)Cl (methylene chloride). Procedure details: First, 20 milliliters (0.05 mole) N,N-diethylethylene diamine, 50 milliliters methylene chloride, and 5.2 milliliters (0.065 mole) pyridine were combined in a flask. Next, 10.24 grams (0.06 mole) phenoxy acetyl chloride was added at -60° C. with stirring. The temperature was allowed to rise to 0° C. The reaction mixture was then washed with a 200 milliliter portion of water and a 100 milliliter portion of saturated sodium carbonate solution. The organic solution was stripped in vacuum to yield 8... Product: C(C)N(CCNC(COC1=CC=CC=C1)=O)CC (N-(2'-DIETHYLAMINOETHYL)PHENOXYACETAMIDE). The reactants are C(C)N(CCN)CC (N,N-diethylethylene diamine), N1=CC=CC=C1 (pyridine), O(C1=CC=CC=C1)CC(=O)Cl (phenoxy acetyl chloride). Starting materials: CC=1C(=C(C(=O)O)C=C(C1)C)O (3,5-dimethylhydroxy-benzoic acid), C(C)(=O)OC(C)=O (acetic anhydride), O (Water). Run in N1=CC=CC=C1 (pyridine). Run at time 16 hour. Product: C(C)(=O)OC1=C(C=C(C(=O)O)C=C1C)C (4-acetoxy-3,5-dimethyl-benzoic acid). Isolated yield 93.7%. As a reaction SMILES: [CH3:1][C:2]1[C:3](O)=[C:4]([CH:8]=[C:9]([CH3:11])[CH:10]=1)[C:5]([OH:7])=[O:6].[C:13]([O:16]C(=O)C)(=[O:15])[CH3:14].O>N1C=CC=CC=1>[C:13]([O:16][C:10]1[C:2]([CH3:1])=[CH:3][C:4]([C:5]([OH:7])=[O:6])=[CH:8][C:9]=1[CH3:11])(=[O:15])[CH3:14]. Reported procedure: To a solution of 3,5-dimethylhydroxy-benzoic acid (3.0 g, 18.05 mmol) in pyridine (7 mL), acetic anhydride (2.05 mL, 21.66 mmol) was added and the reaction mixture was stirred at room temperature for 16 hours. Water was added and the compound was extracted with ethyl acetate, washed with water, brine and dried over anhydrous Na2SO4. The solvent was evaporated in vacuo to obtain 4-acetoxy-3,5-dimethyl-benzoic acid (3.52 g, 94%). To a solution of 4-acetoxy-3,5-dimethyl-benzoic acid (6.02 g, 28.91 ... The reactants are ClC=1C=C(C=CC1F)N1N=C(C=C1C=1C=NC=C(C1)F)C(=O)O (1-(3-Chloro-4-fluorophenyl)-5-(5-fluoropyridin-3-yl)-1H-pyrazole-3-carboxylic acid), ClC=1C=C(C=CC1F)N1N=C(C=C1C=1C=NC=C(C1)F)C(=O)N1CNC(C1)=O (1-{[1-(3-Chloro-4-fluorophenyl)-5-(5-fluoropyridin-3-yl)-1H-pyrazol-3-yl]carbonyl}imidazolidin-4-one), O=C1NCCNC1 (2-oxopiperazine). Product: ClC=1C=C(C=CC1F)N1N=C(C=C1C=1C=NC=C(C1)F)C(=O)N1CC(NCC1)=O (4-{[1-(3-Chloro-4-fluorophenyl)-5-(5-fluoropyridin-3-yl)-1H-pyrazol-3-yl]carbonyl}piperazin-2-one). RXN SMILES: [Cl:1][C:2]1[CH:3]=[C:4]([N:9]2[C:13]([C:14]3[CH:15]=[N:16][CH:17]=[C:18]([F:20])[CH:19]=3)=[CH:12][C:11]([C:21](O)=[O:22])=[N:10]2)[CH:5]=[CH:6][C:7]=1[F:8].ClC1C=C(N2C(C3C=NC=C(F)C=3)=CC([C:44]([N:46]3[CH2:50][C:49](=[O:51])[NH:48][CH2:47]3)=O)=N2)C=CC=1F.O=C1CNCCN1>>[Cl:1][C:2]1[CH:3]=[C:4]([N:9]2[C:13]([C:14]3[CH:15]=[N:16][CH:17]=[C:18]([F:20])[CH:19]=3)=[CH:12][C:11]([C:21]([N:46]3[CH2:44][CH2:47][NH:48][C:49](=[O:51])[CH2:50]3)=[O:22])=[N:10]2)[CH:5]=[CH:6][C:7]=1[F:8]. Procedure: 100 mg (0.30 mmol) of the compound of Example 60A is reacted analogously to the synthesis of the compound of Example 98 with 33 mg (0.33 mmol) of 2-oxopiperazine. 92 mg (74% of theory) of the title compound is obtained.